Dataset: the Open Reaction Database (ORD), a public repository of structured organic reaction records. Task: describe an organic reaction: reactants, conditions, products, and yield Starting materials: C(C)NCC (diethylamine), ClC1=NC=C(C=C1)I (2-chloro-5-iodopyridine), C(C)NCC (diethylamine). Run in C(C)O (ethanol). Run at temperature 120 celsius, time 1 day. Yields the product C(C)N(C1=NC=C(C=C1)I)CC (N,N-diethyl-5-iodopyridin-2-amine). Yield: 39.9%. As a reaction SMILES: Cl[C:2]1[CH:7]=[CH:6][C:5]([I:8])=[CH:4][N:3]=1.[CH2:9]([NH:11][CH2:12][CH3:13])[CH3:10]>C(O)C>[CH2:9]([N:11]([CH2:12][CH3:13])[C:2]1[CH:7]=[CH:6][C:5]([I:8])=[CH:4][N:3]=1)[CH3:10]. Procedure: To a suspension of 2-chloro-5-iodopyridine (1.0 g, 4.18 mmol) in ethanol (8 ml) was added dropwise diethylamine (0.43 ml, 4.18 mmol). After stirring at 120° C. for 1 day, the mixture was stirred at 150° C. for 6.5 days (2 equivalents of diethylamine was added twice during the reaction). The reaction mixture was cooled to room temperature and concentrated under reduced pressure to give N,N-diethyl-5-iodopyridin-2-amine (460 mg, yield 40%). Starting materials: COC=1C=C(C(=O)N(CCCC2=CC=CC=C2)CC=2SC(=C(N2)C(=O)O)C)C=C(C1C)OC (2-{[(3,5-Dimethoxy-4-methylbenzoyl)(3-phenylpropyl)amino]methyl}-5-methyl-1,3-thiazole-4-carboxylic acid), C1=CN(C=N1)C(=O)N2C=CN=C2 (CDI), CN(S(=O)(=O)N)C (N,N-dimethylsulfamide), C1CCC2=NCCCN2CC1 (DBU). Solvent: C1CCOC1 (THF). Conditions: temperature 60 celsius, time 8 hour. Yields the product COC=1C=C(C(=O)N(CCCC2=CC=CC=C2)CC=2SC(=C(N2)C(=O)NS(=O)(=O)N(C)C)C)C=C(C1C)OC (2-{[(3,5-dimethoxy-4-methylbenzoyl)(3-phenylpropyl)amino]methyl}-N-[(dimethylamino)sulfonyl]-5-methyl-1,3-thiazole-4-carboxamide). Isolated yield 60.3%. As a reaction SMILES: [CH3:1][O:2][C:3]1[CH:4]=[C:5]([CH:28]=[C:29]([O:32][CH3:33])[C:30]=1[CH3:31])[C:6]([N:8]([CH2:18][C:19]1[S:20][C:21]([CH3:27])=[C:22]([C:24](O)=[O:25])[N:23]=1)[CH2:9][CH2:10][CH2:11][C:12]1[CH:17]=[CH:16][CH:15]=[CH:14][CH:13]=1)=[O:7].C1N=CN(C(N2C=NC=C2)=O)C=1.[CH3:46][N:47]([CH3:52])[S:48]([NH2:51])(=[O:50])=[O:49].C1CCN2C(=NCCC2)CC1>C1COCC1>[CH3:1][O:2][C:3]1[CH:4]=[C:5]([CH:28]=[C:29]([O:32][CH3:33])[C:30]=1[CH3:31])[C:6]([N:8]([CH2:18][C:19]1[S:20][C:21]([CH3:27])=[C:22]([C:24]([NH:51][S:48]([N:47]([CH3:52])[CH3:46])(=[O:50])=[O:49])=[O:25])[N:23]=1)[CH2:9][CH2:10][CH2:11][C:12]1[CH:17]=[CH:16][CH:15]=[CH:14][CH:13]=1)=[O:7]. Procedure: 2-{[(3,5-Dimethoxy-4-methylbenzoyl)(3-phenylpropyl)amino]methyl}-5-methyl-1,3-thiazole-4-carboxylic acid (150 mg) and CDI (78 mg) was added to anhydrous THF (5 mL), followed by heating at 60° C. for about 1 hour. To the reaction mixture were added N,N-dimethylsulfamide (60 mg) and DBU (73 mg) under ice-cooling, respectively, followed by stirring at room temperature overnight. The reaction mixture was concentrated under reduced pressure, and neutralized by the addition of an appropriate amount of...